From a dataset of the Open Reaction Database (ORD), a public repository of structured organic reaction records. describe an organic reaction: reactants, conditions, products, and yield The reactants are COc1cccc(OC(F)(F)F)c1, CCOC(C)=O, COc1ccccc1C1(N2CC(O)CC2C(=O)N(C)C)C(=O)Nc2ccc(Cl)cc21, [H-], [K+], [K+], [Na+], O=C([O-])[O-], CN(C)C=O, O, O=S(=O)(Cl)Cl. The product is COc1ccc(S(=O)(=O)N2C(=O)C(c3ccccc3OC)(N3CC(O)CC3C(=O)N(C)C)c3cc(Cl)ccc32)c(OC(F)(F)F)c1. As a reaction SMILES: [CH3:38][O:39][c:40]1[cH:41][cH:42][cH:43][c:44]([O:46][C:47]([F:48])([F:49])[F:50])[cH:45]1.[CH3:62][CH2:63][O:64][C:65]([CH3:66])=[O:67].[Cl:1][c:2]1[cH:3][c:4]2[c:8]([cH:9][cH:10]1)[NH:7][C:6](=[O:11])[C:5]2([c:12]1[c:13]([O:18][CH3:19])[cH:14][cH:15][cH:16][cH:17]1)[N:20]1[CH:21]([C:22](=[O:23])[N:24]([CH3:25])[CH3:26])[CH2:27][CH:28]([OH:30])[CH2:29]1.[H-:32].[K+:51].[K+:52].[Na+:31].[O-:53][C:54]([O-:55])=[O:56].[O:57]=[CH:58][N:59]([CH3:60])[CH3:61].[OH2:68].[S:33](=[O:34])(=[O:35])([Cl:36])[Cl:37]>>[Cl:1][c:2]1[cH:3][c:4]2[c:8]([cH:9][cH:10]1)[N:7]([S:33](=[O:34])(=[O:35])[c:43]1[cH:42][cH:41][c:40]([O:39][CH3:38])[cH:45][c:44]1[O:46][C:47]([F:48])([F:49])[F:50])[C:6](=[O:11])[C:5]2([c:12]1[c:13]([O:18][CH3:19])[cH:14][cH:15][cH:16][cH:17]1)[N:20]1[CH:21]([C:22](=[O:23])[N:24]([CH3:25])[CH3:26])[CH2:27][CH:28]([OH:30])[CH2:29]1. Reactants: FC1=C(C=CC=C1)C12N=C(SCC1CN(C2)C2=NC=C(C=N2)F)NC(C2=CC=CC=C2)=O (Racemic N-[7a-(2-fluorophenyl)-6-(5-fluoropyrimidin-2-yl)-4,4a,5,7-tetrahydropyrrolo[3,4-d][1,3]thiazin-2-yl]benzamide), [OH-].[Li+] (lithium hydroxide). The solvent is CO (methanol). The product is FC1=C(C=CC=C1)C12N=C(SCC1CN(C2)C2=NC=C(C=N2)F)N (Racemic 7a-(2-Fluorophenyl)-6-(5-fluoropyrimidin-2-yl)-4,4a,5,7-tetrahydropyrrolo[3,4-d][1,3]thiazin-2-amine). The yield is 85.9%. As a reaction SMILES: [F:1][C:2]1[CH:7]=[CH:6][CH:5]=[CH:4][C:3]=1[C:8]12[CH2:16][N:15]([C:17]3[N:22]=[CH:21][C:20]([F:23])=[CH:19][N:18]=3)[CH2:14][CH:13]1[CH2:12][S:11][C:10]([NH:24]C(=O)C1C=CC=CC=1)=[N:9]2.[OH-].[Li+]>CO>[F:1][C:2]1[CH:7]=[CH:6][CH:5]=[CH:4][C:3]=1[C:8]12[CH2:16][N:15]([C:17]3[N:22]=[CH:21][C:20]([F:23])=[CH:19][N:18]=3)[CH2:14][CH:13]1[CH2:12][S:11][C:10]([NH2:24])=[N:9]2 |f:1.2|. Procedure details: Racemic N-[7a-(2-fluorophenyl)-6-(5-fluoropyrimidin-2-yl)-4,4a,5,7-tetrahydropyrrolo[3,4-d][1,3]thiazin-2-yl]benzamide (560 mg, 1.24 mmol), methanol (12 ml), and lithium hydroxide (208 mg, 4.95 mmol) is heated to 50° C. for 18 hours under an atmosphere of nitrogen. The methanol is removed to near dryness with a stream of nitrogen. To the reaction is added ethyl acetate (7.5 ml), and water (2.5 ml). The mixture is passed through 10 g diatomaceous earth and the solvent removed under reduced pressu... Starting materials: COC(=O)C=1N(C(C2=CC=C(C=C2C1C1=CC=CC=C1)Br)=O)CC1=CC=C(C=C1)O (6-bromo-2-(4-hydroxybenzyl)-1-oxo-4-phenyl-1,2-dihydroisoquinoline-3-carboxylic acid methyl ester), COCCOCCl (methoxyethoxymethylchloride), crystals. The product is COC(=O)C=1N(C(C2=CC=C(C=C2C1C1=CC=CC=C1)Br)=O)CC1=CC=C(C=C1)OCOCCOC (6-bromo-2-[4-(2-methoxyethoxymethoxy)benzyl]-1-oxo-4-phenyl-1,2-dihydroisoquinoline-3-carboxylic acid methyl ester). RXN SMILES: [CH3:1][O:2][C:3]([C:5]1[N:6]([CH2:23][C:24]2[CH:29]=[CH:28][C:27]([OH:30])=[CH:26][CH:25]=2)[C:7](=[O:22])[C:8]2[C:13]([C:14]=1[C:15]1[CH:20]=[CH:19][CH:18]=[CH:17][CH:16]=1)=[CH:12][C:11]([Br:21])=[CH:10][CH:9]=2)=[O:4].[CH3:31][O:32][CH2:33][CH2:34][O:35][CH2:36]Cl>>[CH3:1][O:2][C:3]([C:5]1[N:6]([CH2:23][C:24]2[CH:25]=[CH:26][C:27]([O:30][CH2:31][O:32][CH2:33][CH2:34][O:35][CH3:36])=[CH:28][CH:29]=2)[C:7](=[O:22])[C:8]2[C:13]([C:14]=1[C:15]1[CH:16]=[CH:17][CH:18]=[CH:19][CH:20]=1)=[CH:12][C:11]([Br:21])=[CH:10][CH:9]=2)=[O:4]. Procedure: The present compound was synthesized by a method similar to that in Example 260 and using 6-bromo-2-(4-hydroxybenzyl)-1-oxo-4-phenyl-1,2-dihydroisoquinoline-3-carboxylic acid methyl ester (200 mg) and methoxyethoxymethylchloride. Colorless crystals (28 mg). The product is C(CCC)OC(C(=O)O)(CC1=CC=C(C=C1)OCCC1N(C(N(C1)CC1=CC(=CC=C1)C(F)(F)F)=O)C)C (2-Butoxy-2-methyl-3-(4-{2-[3-methyl-2-oxo-1-(3-trifluoromethyl-benzyl)-imidazolidin-4-yl]-ethoxy}-phenyl)-propionic acid). Run in C(C)O (ethanol). RXN SMILES: C([O:3][C:4](=[O:40])[C:5]([O:35][CH2:36][CH2:37][CH2:38][CH3:39])([CH3:34])[CH2:6][C:7]1[CH:12]=[CH:11][C:10]([O:13][CH2:14][CH2:15][CH:16]2[CH2:20][N:19]([CH2:21][C:22]3[CH:27]=[CH:26][CH:25]=[C:24]([C:28]([F:31])([F:30])[F:29])[CH:23]=3)[C:18](=[O:32])[N:17]2[CH3:33])=[CH:9][CH:8]=1)C.[OH-].[Na+]>C(O)C>[CH2:36]([O:35][C:5]([CH3:34])([CH2:6][C:7]1[CH:8]=[CH:9][C:10]([O:13][CH2:14][CH2:15][CH:16]2[CH2:20][N:19]([CH2:21][C:22]3[CH:27]=[CH:26][CH:25]=[C:24]([C:28]([F:31])([F:29])[F:30])[CH:23]=3)[C:18](=[O:32])[N:17]2[CH3:33])=[CH:11][CH:12]=1)[C:4]([OH:40])=[O:3])[CH2:37][CH2:38][CH3:39] |f:1.2|. Reactants: C(C)OC(C(CC1=CC=C(C=C1)OCCC1N(C(N(C1)CC1=CC(=CC=C1)C(F)(F)F)=O)C)(C)OCCCC)=O (2-Butoxy-2-methyl-3-(4-{2-[3-methyl-2-oxo-1-(3-trifluoromethyl-benzyl)-imidazolidin-4-yl]-ethoxy}-phenyl)-propionic acid ethyl ester), [OH-].[Na+] (NaOH). Procedure details: A solution of 2-Butoxy-2-methyl-3-(4-{2-[3-methyl-2-oxo-1-(3-trifluoromethyl-benzyl)-imidazolidin-4-yl]-ethoxy}-phenyl)-propionic acid ethyl ester and 5N NaOH (0.3 mL) in ethanol (3 mL) is refluxed under nitrogen for 1 h, cooled to ambient temperature, and concentrated. The residue is diluted with 1N HCl, extracted with CH2Cl2, dried, concentrated, and purified by LCMS to provide the title compound. 1H NMR (400 MHz, CDCl3): δ 7.51-7.38 (m, 4H), 7.04 (d, 2H, J=8.8 Hz), 6.69 (d, 2H, J=8.8 Hz), 4.4...